Dataset: the Open Reaction Database (ORD), a public repository of structured organic reaction records. Task: describe an organic reaction: reactants, conditions, products, and yield Starting materials: CN1N=C(C(=C1O)CC1=C(C=C(C=C1)Cl)Cl)C (1,3-dimethyl-4-(2,4-dichlorobenzyl)-5-hydroxypyrazole), ClC1=NC=CC(=N1)Cl (2,4-dichloropyrimidine), C([O-])([O-])=O.[K+].[K+] (potassium carbonate). The solvent is C(C)#N (acetonitrile). Product: CN1N=C(C(=C1OC1=NC(=NC=C1)Cl)CC1=C(C=C(C=C1)Cl)Cl)C (1,3-dimethyl-4-(2,4-dichlorobenzyl)-5-(2-chloropyrimidine-4-yloxy)pyrazole). Yield: 42.5%. Reaction SMILES: [CH3:1][N:2]1[C:6]([OH:7])=[C:5]([CH2:8][C:9]2[CH:14]=[CH:13][C:12]([Cl:15])=[CH:11][C:10]=2[Cl:16])[C:4]([CH3:17])=[N:3]1.[Cl:18][C:19]1[N:24]=[C:23](Cl)[CH:22]=[CH:21][N:20]=1.C(=O)([O-])[O-].[K+].[K+]>C(#N)C>[CH3:1][N:2]1[C:6]([O:7][C:21]2[CH:22]=[CH:23][N:24]=[C:19]([Cl:18])[N:20]=2)=[C:5]([CH2:8][C:9]2[CH:14]=[CH:13][C:12]([Cl:15])=[CH:11][C:10]=2[Cl:16])[C:4]([CH3:17])=[N:3]1 |f:2.3.4|. Procedure details: In 10 ml of acetonitrile were stirred 2.7 g (10 mmol) of 1,3-dimethyl-4-(2,4-dichlorobenzyl)-5-hydroxypyrazole, 1.5 g (10 mmol) of 2,4-dichloropyrimidine and 1.5 g (11 mmol) of potassium carbonate with refluxing for 3 hours. After completing the reaction, the reaction mixture was purified as the same manner as described in Example 4 to give 1.63 g of 1,3-dimethyl-4-(2,4-dichlorobenzyl)-5-(2-chloropyrimidine-4-yloxy)pyrazole.